This data is from the Open Reaction Database (ORD), a public repository of structured organic reaction records. The task is: describe an organic reaction: reactants, conditions, products, and yield Reactants: C([O-])(O)=O.[Na+] (sodium bicarbonate), Cl.NC1(C(CCC1)NC(O[C@H]1[C@@H](CC[C@H](C1)C)C(C)C)=O)C ((1R,2S,5R)-5-methyl-2-(propan-2-yl)cyclohexyl N-(2-amino-2-methylcyclopentyl)carbamate hydrochloride), CCN(C(C)C)C(C)C (DIPEA), Cl.NC1(C(CCC1)NC(O[C@H]1[C@@H](CC[C@H](C1)C)C(C)C)=O)C ((1R,2S,5R)-5-methyl-2-(propan-2-yl)cyclohexyl N-(2-amino-2-methylcyclopentyl)carbamate hydrochloride), FC1=NC=C(C=C1)C(F)(F)F (2-fluoro-5-(trifluoromethyl)pyridine). Run in C(C)(=O)OCC (ethyl acetate), CS(=O)C (DMSO). Product: CC1(C(CCC1)NC(O[C@H]1[C@@H](CC[C@H](C1)C)C(C)C)=O)NC1=NC=C(C=C1)C(F)(F)F ((1R,2S,5R)-5-Methyl-2-(propan-2-yl)cyclohexyl N-(2-methyl-2-{[5-(trifluoromethyl)pyridin-2-yl]amino}cyclopentyl)carbamate). As a reaction SMILES: Cl.[NH2:2][C:3]1([CH3:22])[CH2:7][CH2:6][CH2:5][CH:4]1[NH:8][C:9](=[O:21])[O:10][C@@H:11]1[CH2:16][C@H:15]([CH3:17])[CH2:14][CH2:13][C@H:12]1[CH:18]([CH3:20])[CH3:19].F[C:24]1[CH:29]=[CH:28][C:27]([C:30]([F:33])([F:32])[F:31])=[CH:26][N:25]=1.CCN(C(C)C)C(C)C.C(=O)(O)[O-].[Na+]>CS(C)=O.C(OCC)(=O)C>[CH3:22][C:3]1([NH:2][C:24]2[CH:29]=[CH:28][C:27]([C:30]([F:33])([F:32])[F:31])=[CH:26][N:25]=2)[CH2:7][CH2:6][CH2:5][CH:4]1[NH:8][C:9](=[O:21])[O:10][C@@H:11]1[CH2:16][C@H:15]([CH3:17])[CH2:14][CH2:13][C@H:12]1[CH:18]([CH3:19])[CH3:20] |f:0.1,4.5|. Reported procedure: A solution of (1R,2S,5R)-5-methyl-2-(propan-2-yl)cyclohexyl N-(2-amino-2-methylcyclopentyl)carbamate hydrochloride (Intermediate 27; 1.50 g, 4.51 mmol), 2-fluoro-5-(trifluoromethyl)pyridine (CAS number 69045-82-5; 0.652 mL, 5.41 mmol) and DIPEA (2.36 ml, 13.5 mmol) in DMSO (10 ml) was subjected to microwave irradiation at 140° C. for 4 hours. The reaction was diluted with ethyl acetate (200 ml) and a saturated solution of sodium bicarbonate (100 ml). The aqueous layer was further extracted with ... Reactants: C(C=C)OCCC[C@@H](C(=O)OC(C)C)NC(=O)OC(C)(C)C (isopropyl 5-allyloxy-2(S)-(tert-butoxycarbonylamino)pentanoate), product, O.[OH-].[Li+] (lithium hydroxide hydrate). Solvent: C1CCOC1.O (THF water), O (water). Reaction conditions: time 16 hour. The product is C(C=C)OCCC[C@@H](C(=O)O)NC(=O)OC(C)(C)C (5-allyloxy-2(S)-(tert-butoxycarbonylamino)pentanoic acid). As a reaction SMILES: [CH2:1]([O:4][CH2:5][CH2:6][CH2:7][C@H:8]([NH:15][C:16]([O:18][C:19]([CH3:22])([CH3:21])[CH3:20])=[O:17])[C:9]([O:11]C(C)C)=[O:10])[CH:2]=[CH2:3].O.[OH-].[Li+]>C1COCC1.O.O>[CH2:1]([O:4][CH2:5][CH2:6][CH2:7][C@H:8]([NH:15][C:16]([O:18][C:19]([CH3:22])([CH3:21])[CH3:20])=[O:17])[C:9]([OH:11])=[O:10])[CH:2]=[CH2:3] |f:1.2.3,4.5|. Procedure details: A mixture of isopropyl 5-allyloxy-2(S)-(tert-butoxycarbonylamino)pentanoate (product of step 26D, 16.1 g, 51.1 mmol) and lithium hydroxide hydrate (4.19 g, 102 mmol) in THF/water (100 mL/20 mL) was stirred at room temperature under nitrogen for 16 hours. The reaction was diluted with water, washed with ether, pH of aqueous fraction adjusted to ˜4, extracted with ether, combined organic fractions washed with saturated NaCl, dried (MgSO4) and evaporated giving 5-allyloxy-2(S)-(tert-butoxycarbonyla... Starting materials: CCCC1(C(=O)c2cnc3c(ccn3[Si](C(C)C)(C(C)C)C(C)C)c2)CCCN1C(=O)OC(C)(C)C, C1CCOC1, [Na+], O=C([O-])O, O. Yields the product CCCC1(C(=O)c2cnc3[nH]ccc3c2)CCCN1C(=O)OC(C)(C)C. Reaction SMILES: [C:1]([CH3:2])([CH3:3])([CH3:4])[O:5][C:6](=[O:7])[N:8]1[C:9]([C:13](=[O:14])[c:15]2[cH:16][c:17]3[c:18]([n:19][cH:20]2)[n:21]([Si:24]([CH:25]([CH3:26])[CH3:27])([CH:28]([CH3:29])[CH3:30])[CH:31]([CH3:32])[CH3:33])[cH:22][cH:23]3)([CH2:34][CH2:35][CH3:36])[CH2:10][CH2:11][CH2:12]1.[CH2:37]1[O:38][CH2:39][CH2:40][CH2:41]1.[Na+:46].[O-:42][C:43]([OH:44])=[O:45].[OH2:47]>>[C:1]([CH3:2])([CH3:3])([CH3:4])[O:5][C:6](=[O:7])[N:8]1[C:9]([C:13](=[O:14])[c:15]2[cH:16][c:17]3[c:18]([n:19][cH:20]2)[nH:21][cH:22][cH:23]3)([CH2:34][CH2:35][CH3:36])[CH2:10][CH2:11][CH2:12]1. Starting materials: CC(Br)c1cccc(C(=O)c2ccccc2)c1, [Ca+2], O=C([O-])[O-], O. The product is CC(O)c1cccc(C(=O)c2ccccc2)c1. Reaction SMILES: [Br:6][CH:7]([CH3:8])[c:9]1[cH:10][c:11]([C:12](=[O:13])[c:14]2[cH:15][cH:16][cH:17][cH:18][cH:19]2)[cH:20][cH:21][cH:22]1.[Ca+2:1].[O-:2][C:3](=[O:4])[O-:5].[OH2:23]>>[OH:2][CH:7]([CH3:8])[c:9]1[cH:10][c:11]([C:12](=[O:13])[c:14]2[cH:15][cH:16][cH:17][cH:18][cH:19]2)[cH:20][cH:21][cH:22]1. The reactants are NC(C(O)C=1N=C(SC1)C1=CC=CC=C1)CC1=CC(=CC=C1)OC(C(F)F)(F)F ((1RS,2RS)-2-amino-1-(2-phenyl-1,3-thiazol-4-yl)-3-[3-(1,1,2,2-tetrafluoroethoxy)phenyl]-1-propanol), C=1(C=CC=C2C1C=CCCC2)C(=O)O (6,7-dihydro-5H-benzo[a]cycloheptene-1-carboxylic acid), O.ON1N=NC2=C1C=CC=C2 (1-hydroxybenzotriazole monohydrate), Cl.C(C)N=C=NCCCN(C)C (1-ethyl-3-(3-dimethylaminopropyl)carbodiimide hydrochloride). Run in C(C)(=O)OCC (ethyl acetate), C(C)#N (acetonitrile). Run at time 3 day. Yields the product OC(C(CC1=CC(=CC=C1)OC(C(F)F)(F)F)NC(=O)C=1C=CC=C2C1C=CCCC2)C=2N=C(SC2)C2=CC=CC=C2 (N-{(1RS,2RS)-2-hydroxy-2-(2-phenyl-1,3-thiazol-4-yl)-1-[3-(1,1,2,2-tetrafluoroethoxy)benzyl]ethyl}-6,7-dihydro-5H-benzo[a]cycloheptene-1-carboxamide). Yield: 59.1%. RXN SMILES: [NH2:1][CH:2]([CH2:16][C:17]1[CH:22]=[CH:21][CH:20]=[C:19]([O:23][C:24]([F:29])([F:28])[CH:25]([F:27])[F:26])[CH:18]=1)[CH:3]([C:5]1[N:6]=[C:7]([C:10]2[CH:15]=[CH:14][CH:13]=[CH:12][CH:11]=2)[S:8][CH:9]=1)[OH:4].[C:30]1([C:41](O)=[O:42])[CH:31]=[CH:32][CH:33]=[C:34]2[CH2:40][CH2:39][CH2:38][CH:37]=[CH:36][C:35]=12.O.ON1C2C=CC=CC=2N=N1.Cl.C(N=C=NCCCN(C)C)C>C(#N)C.C(OCC)(=O)C>[OH:4][CH:3]([C:5]1[N:6]=[C:7]([C:10]2[CH:15]=[CH:14][CH:13]=[CH:12][CH:11]=2)[S:8][CH:9]=1)[CH:2]([NH:1][C:41]([C:30]1[CH:31]=[CH:32][CH:33]=[C:34]2[CH2:40][CH2:39][CH2:38][CH:37]=[CH:36][C:35]=12)=[O:42])[CH2:16][C:17]1[CH:22]=[CH:21][CH:20]=[C:19]([O:23][C:24]([F:28])([F:29])[CH:25]([F:26])[F:27])[CH:18]=1 |f:2.3,4.5|. Reported procedure: To a solution of (1RS,2RS)-2-amino-1-(2-phenyl-1,3-thiazol-4-yl)-3-[3-(1,1,2,2-tetrafluoroethoxy)phenyl]-1-propanol (310 mg, 0.73 mmol) in acetonitrile (10 ml) were added 6,7-dihydro-5H-benzo[a]cycloheptene-1-carboxylic acid (132 mg, 0.70 mmol) and 1-hydroxybenzotriazole monohydrate (112 mg, 0.73 mmol), and 1-ethyl-3-(3-dimethylaminopropyl)carbodiimide hydrochloride (140 mg, 0.73 mmol) was finally added. The mixture was stirred at room temperature for 3 days. The mixture was diluted with ethyl a... Starting materials: CN[C@@H]1CC[C@H](CC1)O (trans-4-Methylamino-cyclohexanol), C(C)(C)N(C(C)C)CC (N,N-diisopropylethylamine), FC(C1=CC=C(C=C1)S(=O)(=O)Cl)(F)F (4-(trifluoromethyl)-benzenesulfonyl chloride). Solvent: C(Cl)Cl (CH2Cl2), C(Cl)Cl (CH2Cl2). The product is O[C@@H]1CC[C@H](CC1)N(S(=O)(=O)C1=CC=C(C=C1)C(F)(F)F)C (trans-N-(4-Hydroxy-cyclohexyl)-N-methyl-4-trifluoromethyl-benzenesulfonamide). Yield: 76.7%. Reaction SMILES: [CH3:1][NH:2][C@H:3]1[CH2:8][CH2:7][C@H:6]([OH:9])[CH2:5][CH2:4]1.C(N(CC)C(C)C)(C)C.[F:19][C:20]([F:32])([F:31])[C:21]1[CH:26]=[CH:25][C:24]([S:27](Cl)(=[O:29])=[O:28])=[CH:23][CH:22]=1>C(Cl)Cl>[OH:9][C@H:6]1[CH2:7][CH2:8][C@H:3]([N:2]([CH3:1])[S:27]([C:24]2[CH:23]=[CH:22][C:21]([C:20]([F:19])([F:31])[F:32])=[CH:26][CH:25]=2)(=[O:29])=[O:28])[CH2:4][CH2:5]1. Reported procedure: To 3 g (23.2 mmol) trans-4-Methylamino-cyclohexanol in 120 ml CH2Cl2 were added 4.2 ml (24.4 mmol, 1.05 eq) N,N-diisopropylethylamine followed by 5.96 g (24.4 mmol, 1.05 eq) 4-(trifluoromethyl)-benzenesulfonyl chloride in 50 ml CH2Cl2. The mixture was stirred at RT over night and the organic phase extracted with 1M KHSO4, followed by 5% NaHCO3 and brine. The combined organic phases were washed with brine, dried over Na2SO4 and evaporated. Column chromatography on silica gel with hexane:EtOAc 1:1...